From a dataset of the Open Reaction Database (ORD), a public repository of structured organic reaction records. describe an organic reaction: reactants, conditions, products, and yield Reactants: Cl.N=C1SCC(N1)=N (2,4-diiminothiazolidine hydrochloride), N=C1NC(C=2CCCCC12)=N (4,5,6,7-tetrahydro-1,3-diiminoisoindoline). Run in CO (methyl alcohol). Yields the product N=C1NC(C=2CCCCC12)=C1C(NC(S1)=N)=N (1-imino-4,5,6,7-tetrahydro-3-(2,4-diimino-5-thiazolidinylidene)isoindoline). Reaction SMILES: Cl.[NH:2]=[C:3]1[NH:7][C:6](=[NH:8])[CH2:5][S:4]1.[NH:9]=[C:10]1[C:18]2[CH2:17][CH2:16][CH2:15][CH2:14][C:13]=2[C:12](=N)[NH:11]1>CO>[NH:9]=[C:10]1[C:18]2[CH2:17][CH2:16][CH2:15][CH2:14][C:13]=2[C:12](=[C:5]2[S:4][C:3](=[NH:2])[NH:7][C:6]2=[NH:8])[NH:11]1 |f:0.1|. Procedure: A mixture of 6 parts of 2,4-diiminothiazolidine hydrochloride, 6 parts of 4,5,6,7-tetrahydro-1,3-diiminoisoindoline and 100 arts of anhydrous methyl alcohol was stirred and heated at reflux under an atmosphere of nitrogen for approximately 16 hours. The reaction was then cooled and filtered. The solid product collected by filtration was converted to the free base by treatment with a slight excess of a methyl alcohol solution of triethylamine and the product thus obtained was recrystallized frm a... Starting materials: O.NN (hydrazine hydrate), C(C)(=O)OCCCCC(=O)ON1C(CCC1=O)=O (N-(5-acetoxypentanoyloxy)succinimide), CC(C1CCC(C(O1)OC2C(CC(C(C2O)OC3C(C(C(CO3)(C)O)NC)O)N)N)N)NC (gentamicins), O (water). The solvent is CO (methanol), C(C)N(CC)CC (triethylamine), CO (methanol), C(Cl)(Cl)Cl (chloroform). Conditions: time 16 hour. Product: [OH-].[NH4+] (ammonium hydroxide), CC(C1CCC(C(O1)OC2C(CC(C(C2O)OC3C(C(C(CO3)(C)O)NC)O)N)N)N)NC (gentamicins). The yield is 7.0%. Reaction SMILES: [CH3:1][CH:2]([NH:32][CH3:33])[CH:3]1[O:8][CH:7]([O:9][CH:10]2[CH:15]([OH:16])[CH:14]([O:17][CH:18]3[O:23][CH2:22][C:21]([OH:25])([CH3:24])[CH:20]([NH:26][CH3:27])[CH:19]3[OH:28])[CH:13]([NH2:29])[CH2:12][CH:11]2[NH2:30])[CH:6]([NH2:31])[CH2:5][CH2:4]1.O.C(OCCCCC(ON1C(=O)CCC1=O)=O)(=O)C.O.NN>CO.C(Cl)(Cl)Cl.C(N(CC)CC)C>[OH-:8].[NH4+:26].[CH3:1][CH:2]([NH:32][CH3:33])[CH:3]1[O:8][CH:7]([O:9][CH:10]2[CH:15]([OH:16])[CH:14]([O:17][CH:18]3[O:23][CH2:22][C:21]([OH:25])([CH3:24])[CH:20]([NH:26][CH3:27])[CH:19]3[OH:28])[CH:13]([NH2:29])[CH2:12][CH:11]2[NH2:30])[CH:6]([NH2:31])[CH2:5][CH2:4]1 |f:3.4,8.9|. Reported procedure: Dissolve 2.5 g. of 5-epigentamicin C1 in 250 ml. of water and add 100 ml. of methanol. Add 0.35 g. of triethylamine and stir for fifteen minutes. Add a solution of 1.0 g. of N-(5-acetoxypentanoyloxy)succinimide with stirring to the solution of the antibiotic, and stir at ambient temperature for 16 hours. Evaporate the solution in vacuo to leave a solid residue. Dissolve the residue in 5 ml. of 5% ethanolic hydrazine hydrate and heat under reflux for 15 minutes. Concentrate the solution in vacuo ... Starting materials: [BH4-], CCOC(C)=O, CN(C)C=O, CO, CCO, [Na+], C1CCOC1, O, Fc1cc(OCc2ccccc2)ccc1NCn1nnc2ccccc21. Product: CNc1ccc(OCc2ccccc2)cc1F. RXN SMILES: [BH4-:27].[C:35]([O:36][CH2:37][CH3:38])(=[O:39])[CH3:40].[CH3:41][N:42]([CH3:43])[CH:44]=[O:45].[CH3:46][OH:47].[CH3:48][CH2:49][OH:50].[Na+:28].[O:30]1[CH2:31][CH2:32][CH2:33][CH2:34]1.[OH2:29].[n:1]1([CH2:10][NH:11][c:12]2[c:13]([F:26])[cH:14][c:15]([O:18][CH2:19][c:20]3[cH:21][cH:22][cH:23][cH:24][cH:25]3)[cH:16][cH:17]2)[c:2]2[cH:3][cH:4][cH:5][cH:6][c:7]2[n:8][n:9]1>>[CH3:10][NH:11][c:12]1[c:13]([F:26])[cH:14][c:15]([O:18][CH2:19][c:20]2[cH:21][cH:22][cH:23][cH:24][cH:25]2)[cH:16][cH:17]1. The reactants are ClC1=NC=C(C(=N1)Cl)F (2,4-dichloro-5-fluoropyrimidine), COC1=CC=C(C=C1)O (4-methoxyphenol). Product: ClC1=NC=C(C(=N1)OC1=CC=C(C=C1)OC)F (2-Chloro-5-fluoro-4-(4-methoxyphenoxy)pyrimidine). As a reaction SMILES: [Cl:1][C:2]1[N:7]=[C:6](Cl)[C:5]([F:9])=[CH:4][N:3]=1.[CH3:10][O:11][C:12]1[CH:17]=[CH:16][C:15]([OH:18])=[CH:14][CH:13]=1>>[Cl:1][C:2]1[N:7]=[C:6]([O:18][C:15]2[CH:16]=[CH:17][C:12]([O:11][CH3:10])=[CH:13][CH:14]=2)[C:5]([F:9])=[CH:4][N:3]=1. Reported procedure: Using an analogous method to that described in Method 28, but starting from 2,4-dichloro-5-fluoropyrimidine and 4-methoxyphenol, the product was obtained. NMR: 3.84 (s, 3H), 6.79-7.00 (m, 2H), 7.06-7.18 (m, 2H), 8.31-8.36 (m, 1H); MS (M+): 254, 256. Starting materials: CC(C)(C)N, O=C([O-])C1C(=CCO)OC2CC(=O)N21, O. The product is O=C(O)C1C(=CCO)OC2CC(=O)N21. As a reaction SMILES: [C:1]([NH2:2])([CH3:3])([CH3:4])[CH3:5].[CH:6]12[CH2:7][C:8](=[O:9])[N:10]1[CH:11]([C:12]([O-:13])=[O:14])[C:15](=[CH:17][CH2:18][OH:19])[O:16]2.[OH2:20]>>[CH:6]12[CH2:7][C:8](=[O:9])[N:10]1[CH:11]([C:12](=[O:13])[OH:14])[C:15](=[CH:17][CH2:18][OH:19])[O:16]2. RXN SMILES: [C:22](=[O:23])([O-:24])[O-:25].[CH3:37][CH2:38][O:39][C:40]([CH3:41])=[O:42].[Cl:1][c:2]1[cH:3][c:4]2[c:9]([cH:10][c:11]1[OH:12])[O:8][CH:7]([C:13]([F:14])([F:15])[F:16])[C:6]([C:17](=[O:18])[O:19][CH2:20][CH3:21])=[CH:5]2.[Cl:28][c:29]1[n:30][cH:31][c:32]([CH2:35][CH3:36])[cH:33][n:34]1.[K+:26].[K+:27].[O:43]=[CH:44][N:45]([CH3:46])[CH3:47]>>[Cl:1][c:2]1[cH:3][c:4]2[c:9]([cH:10][c:11]1[O:12][c:29]1[n:30][cH:31][c:32]([CH2:35][CH3:36])[cH:33][n:34]1)[O:8][CH:7]([C:13]([F:14])([F:15])[F:16])[C:6]([C:17](=[O:18])[O:19][CH2:20][CH3:21])=[CH:5]2. The reactants are O=C([O-])[O-], CCOC(C)=O, CCOC(=O)C1=Cc2cc(Cl)c(O)cc2OC1C(F)(F)F, CCc1cnc(Cl)nc1, [K+], [K+], CN(C)C=O. Product: CCOC(=O)C1=Cc2cc(Cl)c(Oc3ncc(CC)cn3)cc2OC1C(F)(F)F. Starting materials: CO, CCOC(C)=O, CCOC(C)=O, CCCCCC, CC(C)(C)OC(=O)n1cc(-c2nn(C(c3ccccc3)(c3ccccc3)c3ccccc3)c3ccc([N+](=O)[O-])cc23)cn1, [Pd]. The product is CC(C)(C)OC(=O)n1cc(-c2nn(C(c3ccccc3)(c3ccccc3)c3ccccc3)c3ccc(N)cc23)cn1. RXN SMILES: [CH3:44][OH:45].[CH3:46][CH2:47][O:48][C:49]([CH3:50])=[O:51].[CH3:53][CH2:54][O:55][C:56]([CH3:57])=[O:58].[CH3:59][CH2:60][CH2:61][CH2:62][CH2:63][CH3:64].[N+:1]([O-:2])(=[O:3])[c:4]1[cH:5][c:6]2[c:7](-[c:32]3[cH:33][n:34][n:35]([C:37](=[O:38])[O:39][C:40]([CH3:41])([CH3:42])[CH3:43])[cH:36]3)[n:8][n:9]([C:13]([c:14]3[cH:15][cH:16][cH:17][cH:18][cH:19]3)([c:20]3[cH:21][cH:22][cH:23][cH:24][cH:25]3)[c:26]3[cH:27][cH:28][cH:29][cH:30][cH:31]3)[c:10]2[cH:11][cH:12]1.[Pd:52]>>[NH2:1][c:4]1[cH:5][c:6]2[c:7](-[c:32]3[cH:33][n:34][n:35]([C:37](=[O:38])[O:39][C:40]([CH3:41])([CH3:42])[CH3:43])[cH:36]3)[n:8][n:9]([C:13]([c:14]3[cH:15][cH:16][cH:17][cH:18][cH:19]3)([c:20]3[cH:21][cH:22][cH:23][cH:24][cH:25]3)[c:26]3[cH:27][cH:28][cH:29][cH:30][cH:31]3)[c:10]2[cH:11][cH:12]1. The solvent is ClCCl (dichloromethane). RXN SMILES: [Cl:1][C:2]1[CH:3]=[C:4]([NH:8][C:9](=[O:24])[CH2:10][N:11]2[CH2:16][CH2:15][N:14](C(OC(C)(C)C)=O)[CH2:13][CH2:12]2)[CH:5]=[CH:6][CH:7]=1.[F:25][C:26]([F:31])([F:30])[C:27]([OH:29])=[O:28]>ClCCl>[F:25][C:26]([F:31])([F:30])[C:27]([OH:29])=[O:28].[Cl:1][C:2]1[CH:3]=[C:4]([NH:8][C:9](=[O:24])[CH2:10][N:11]2[CH2:12][CH2:13][NH:14][CH2:15][CH2:16]2)[CH:5]=[CH:6][CH:7]=1 |f:3.4|. Procedure details: To a solution of tert-butyl 4-(2-(3-chlorophenylamino)-2-oxoethyl)piperazine-1-carboxylate (0.061 g, 0.17 mmol) in dichloromethane (2 ml) was added trifluoroacetic acid (2.5 ml). The reaction mixture was stirred at room temperature for 1.5 h, then the solvents were removed under reduced pressure to afford N-(3-chlorophenyl)-2-(piperazin-1-yl)acetamide trifluoroacetate salt (an oily material) that was dried in vacuo. To a mixture of this material (supposedly 0.17 mmol) and isopropanol (3.5 ml) wa... Reaction conditions: time 1.5 hour. The reactants are ClC=1C=C(C=CC1)NC(CN1CCN(CC1)C(=O)OC(C)(C)C)=O (tert-butyl 4-(2-(3-chlorophenylamino)-2-oxoethyl)piperazine-1-carboxylate), FC(C(=O)O)(F)F (trifluoroacetic acid). The product is FC(C(=O)O)(F)F.ClC=1C=C(C=CC1)NC(CN1CCNCC1)=O (N-(3-chlorophenyl)-2-(piperazin-1-yl)acetamide trifluoroacetate salt). The reactants are FC=1C=C(CN2CC(C2)C(=O)OCC)C=CC1C=1OC2=C(C1)C=C(C=C2)CC2=NC=CC=C2 (ethyl 1-(3-fluoro-4-(5-(pyridin-2-ylmethyl)benzofuran-2-yl)benzyl)azetidine-3-carboxylate), [Li+].[OH-] (LiOH), Cl (HCl). The solvent is C1CCOC1 (THF), O (H2O). Conditions: temperature 24 celsius, time 3 hour. Yields the product FC=1C=C(C=CC1C=1OC2=C(C1)C=C(C=C2)CC2=NC=CC=C2)CN2CC(C2)C(=O)O (1-((3-Fluoro-4-(5-(pyridin-2-ylmethyl)benzofuran-2-yl)phenyl)methyl)azetidine-3-carboxylic acid), C(C)[NH2+]CC (diethylammonium). As a reaction SMILES: [F:1][C:2]1[CH:3]=[C:4]([CH:15]=[CH:16][C:17]=1[C:18]1[O:19][C:20]2[CH:26]=[CH:25][C:24]([CH2:27][C:28]3[CH:33]=[CH:32][CH:31]=[CH:30][N:29]=3)=[CH:23][C:21]=2[CH:22]=1)[CH2:5][N:6]1[CH2:9][CH:8]([C:10]([O:12]CC)=[O:11])[CH2:7]1.[Li+].[OH-].Cl>C1COCC1.O>[F:1][C:2]1[CH:3]=[C:4]([CH2:5][N:6]2[CH2:7][CH:8]([C:10]([OH:12])=[O:11])[CH2:9]2)[CH:15]=[CH:16][C:17]=1[C:18]1[O:19][C:20]2[CH:26]=[CH:25][C:24]([CH2:27][C:28]3[CH:33]=[CH:32][CH:31]=[CH:30][N:29]=3)=[CH:23][C:21]=2[CH:22]=1.[CH2:5]([NH2+:6][CH2:7][CH3:8])[CH3:4] |f:1.2|. Reported procedure: A mixture of ethyl 1-(3-fluoro-4-(5-(pyridin-2-ylmethyl)benzofuran-2-yl)benzyl)azetidine-3-carboxylate (31 mg, 70 μmol) in THF (2 mL) was treated with 1M LiOH in H2O (0.4 mL) and stirred at 24° C. for 3 h, neutralized with 0.1M aqueous HCl, and evaporated. Purification by SFC (supercritical flash chromatography) resulted in title compound as its diethylammonium salt [hS1P1 EC50=31 nM]. 1H NMR (400 MHz, CD3OD) δ ppm 8.48 (d, J=0.8 Hz, 1H), 8.02 (t, J=7.9 Hz, 1H), 7.78 (t, J=5.9 Hz, 1H), 7.54 (s, ...